Dataset: the Open Reaction Database (ORD), a public repository of structured organic reaction records. Task: describe an organic reaction: reactants, conditions, products, and yield Starting materials: [H-].[H-].[H-].[H-].[Li+].[Al+3] (LiAlH4), Cl (HCl), C(=O)NC(CC1=CC=CC=C1)(C)C1=CC=CC=C1 (N-formyl-1,2-diphenyl-2-propylamine), [H-].[H-].[H-].[H-].[Li+].[Al+3] (LiAlH4), O1CCCC1 (tetrahydrofuran). Solvent: C(C)(C)O (isopropanol), C(C)(=O)OCC (ethyl acetate), O (Water), 1L. Reaction conditions: temperature 35 celsius. Product: Cl.CNC(CC1=CC=CC=C1)(C)C1=CC=CC=C1 (N-methyl-1,2-diphenyl-2-propylamine hydrochloride). Yield: 84.0%. RXN SMILES: [CH:1]([NH:3][C:4]([C:13]1[CH:18]=[CH:17][CH:16]=[CH:15][CH:14]=1)([CH3:12])[CH2:5][C:6]1[CH:11]=[CH:10][CH:9]=[CH:8][CH:7]=1)=O.[H-].[H-].[H-].[H-].[Li+].[Al+3].O1CCCC1.[ClH:30]>C(OCC)(=O)C.C(O)(C)C.O>[ClH:30].[CH3:1][NH:3][C:4]([C:13]1[CH:18]=[CH:17][CH:16]=[CH:15][CH:14]=1)([CH3:12])[CH2:5][C:6]1[CH:11]=[CH:10][CH:9]=[CH:8][CH:7]=1 |f:1.2.3.4.5.6,12.13|. Reported procedure: N-formyl-1,2-diphenyl-2-propylamine (23.6 g, 0.1 mol) was added to a stirred suspension of LiAlH4 (15.0 g, 0.395 mol) in 1L of dry tetrahydrofuran. After 2 hours the mixture was heated at 35° C. for 22 hours, then refluxed for 2 hours, and allowed to cool to room temperature. Water was added to decompose the excess LiAlH4, and the mixture filtered to remove the solid salts. Evaporation of the solvent gave 23.0 g of the crude product as a yellow oil. This was dissolved in 180 ml of ethyl acetate ... The reactants are BrC1=NC=CN=C1C(=O)OC (methyl 2-bromo-3-pyrazine carboxylate), NC1=CC=CC=C1 (aniline), C1(=CC=C(C=C1)S(=O)(=O)O)C (p-toluene sulfonic acid). Solvent: O (water). The product is COC(=O)C=1C(=NC=CN1)NC1=CC=CC=C1 (Methyl-2-phenylamino-3-pyrazine carboxylate). Reaction SMILES: Br[C:2]1[C:7]([C:8]([O:10][CH3:11])=[O:9])=[N:6][CH:5]=[CH:4][N:3]=1.[NH2:12][C:13]1[CH:18]=[CH:17][CH:16]=[CH:15][CH:14]=1.C1(C)C=CC(S(O)(=O)=O)=CC=1>O>[CH3:11][O:10][C:8]([C:7]1[C:2]([NH:12][C:13]2[CH:18]=[CH:17][CH:16]=[CH:15][CH:14]=2)=[N:3][CH:4]=[CH:5][N:6]=1)=[O:9]. Procedure: A mixture of 9.5 g. of methyl 2-bromo-3-pyrazine carboxylate, 8.2 g. of aniline, 0.5 g. of p-toluene sulfonic acid and 100 ml. of water was stirred and refluxed for two hours. The reaction mixture was poured on ice, extracted with ethyl acetate, the organic extracts were dried and concentrated to yield an oil. The crude residue was eluted on a silica gel column with ethyl acetate-hexane (1:2) yielding the product of this example as a yellow solid, m.p. 72°-75° C. Reactants: C(C)OC(CC1=C(C(CCC1)=O)O)=O (Ethyl(2-hydroxy-3-oxo-1-cyclohexen-1-yl)acetate), C(C)(=O)[O-].[NH4+] (ammonium acetate), ClC1=CC=C(CN)C=C1 (4-chloro-benzylamine), C1(CCCC1)C=O (cyclopentanecarbaldehyde), C(CC)=O (propanal). Run in C(Cl)(Cl)Cl (chloroform), C(C)(=O)O (acetic acid). Run at temperature 140 celsius. Product: ClC1=CC=C(C=C1)CN1C(=NC2=C1C(CCC2)CC(=O)OCC)C2CCCC2 (Ethyl {1-[(4-chlorophenyl)methyl]-2-cyclopentyl-4,5,6,7-tetrahydro-1H-benzimidazol-7-yl}acetate). RXN SMILES: [CH2:1]([O:3][C:4](=[O:14])[CH2:5][C:6]1[CH2:11][CH2:10][CH2:9][C:8](=O)[C:7]=1O)[CH3:2].C([O-])(=O)C.[NH4+:19].[Cl:20][C:21]1[CH:28]=[CH:27][C:24]([CH2:25][NH2:26])=[CH:23][CH:22]=1.[CH:29]1([CH:34]=O)[CH2:33][CH2:32][CH2:31][CH2:30]1.C(=O)CC>C(Cl)(Cl)Cl.C(O)(=O)C>[Cl:20][C:21]1[CH:28]=[CH:27][C:24]([CH2:25][N:26]2[C:7]3[CH:6]([CH2:5][C:4]([O:3][CH2:1][CH3:2])=[O:14])[CH2:11][CH2:10][CH2:9][C:8]=3[N:19]=[C:34]2[CH:29]2[CH2:33][CH2:32][CH2:31][CH2:30]2)=[CH:23][CH:22]=1 |f:1.2|. Procedure: Intermediate 45 (0.396 g), ammonium acetate (0.154 g), 4-chloro-benzylamine (0.292 ml), were mixed in chloroform (2 mL), to this mixture was added cyclopentanecarbaldehyde (427 ul), propanal (0.144 ml), acetic acid (0.572 ml) and heated to 140° C. (Biotage Initiator) for 20 minutes. The compound was reduced in vacuo and purified with column chromatography. Title compound (170 mg). LC/MS MH+401, Rt 2.47 min (5 min run, TFA modifier).